This data is from the Open Reaction Database (ORD), a public repository of structured organic reaction records. The task is: describe an organic reaction: reactants, conditions, products, and yield The reactants are S(=O)(=O)(Cl)Cl (sulfuryl chloride), C([O-])([O-])=O.[K+].[K+] (potassium carbonate), C(C)N(C(=O)N[C@@H]1CN([C@@H]2CC3=C(NC4=CC=CC([C@H]2C1)=C34)C3SCCS3)C)CC (1,1-diethyl-3-[2-(1,3-dithiolan-2-yl)-6-methyl-8α-ergolinyl]urea), O (water). Run in C(Cl)(Cl)Cl (chloroform), C(Cl)(Cl)Cl (chloroform). Reaction conditions: time 3 hour. The product is C(C)N(C(=O)N[C@@H]1CN([C@@H]2CC3=C(NC4=CC=CC([C@H]2C1)=C34)C=O)C)CC (1,1-diethyl-3-(6-methyl-2-formyl-8α-ergolinyl)urea). The yield is 54.0%. As a reaction SMILES: [CH2:1]([N:3]([CH2:29][CH3:30])[C:4]([NH:6][C@H:7]1[CH2:21][C@H:20]2[C@@H:10]([CH2:11][C:12]3[C:22]4[C:15](=[CH:16][CH:17]=[CH:18][C:19]2=4)[NH:14][C:13]=3[CH:23]2SCCS2)[N:9]([CH3:28])[CH2:8]1)=[O:5])[CH3:2].O.S(Cl)(Cl)(=O)=[O:33].C(=O)([O-])[O-].[K+].[K+]>C(Cl)(Cl)Cl>[CH2:1]([N:3]([CH2:29][CH3:30])[C:4]([NH:6][C@H:7]1[CH2:21][C@H:20]2[C@@H:10]([CH2:11][C:12]3[C:22]4[C:15](=[CH:16][CH:17]=[CH:18][C:19]2=4)[NH:14][C:13]=3[CH:23]=[O:33])[N:9]([CH3:28])[CH2:8]1)=[O:5])[CH3:2] |f:3.4.5|. Procedure: 2.05 g (5 mmol) of 1,1-diethyl-3-[2-(1,3-dithiolan-2-yl)-6-methyl-8α-ergolinyl]urea is dissolved under argon in 46 ml of chloroform. Then 3.5 g of silica gel and, under vigorous agitation, dropwise 3.5 ml of water are added. During a time period of 30 minutes, a solution of 1.18 ml of sulfuryl chloride in 30 ml of chloroform is added drop by drop. After stirring for 3 hours at room temperature, 7.5 g of potassium carbonate is added and the mixture is vigorously stirred for 20 minutes. The precip... Starting materials: COC=1C=C2C=CC(=CC2=CC1)[Bi](C1=CC2=CC=C(C=C2C=C1)OC)C1=CC2=CC=C(C=C2C=C1)OC (tri(6-methoxynaphth-2-yl)bismuthine), C(C)(=O)O.C(C)(=O)O.IC1=CC=CC=C1 (iodobenzene diacetate). Solvent: C(Cl)Cl (CH2Cl2). Yields the product C(C)(=O)O.C(C)(=O)O.COC=1C=C2C=CC(=CC2=CC1)[Bi](C1=CC2=CC=C(C=C2C=C1)OC)C1=CC2=CC=C(C=C2C=C1)OC (Tri(6-Methoxy-2-naphthyl)bismuth diacetate). Yield: 41.1%. Reaction SMILES: [CH3:1][O:2][C:3]1[CH:4]=[C:5]2[C:10](=[CH:11][CH:12]=1)[CH:9]=[C:8]([Bi:13]([C:26]1[CH:35]=[CH:34][C:33]3[C:28](=[CH:29][CH:30]=[C:31]([O:36][CH3:37])[CH:32]=3)[CH:27]=1)[C:14]1[CH:23]=[CH:22][C:21]3[C:16](=[CH:17][CH:18]=[C:19]([O:24][CH3:25])[CH:20]=3)[CH:15]=1)[CH:7]=[CH:6]2.[C:38]([OH:41])(=[O:40])[CH3:39].[C:42]([OH:45])(=[O:44])[CH3:43].IC1C=CC=CC=1>C(Cl)Cl>[C:38]([OH:41])(=[O:40])[CH3:39].[C:42]([OH:45])(=[O:44])[CH3:43].[CH3:1][O:2][C:3]1[CH:4]=[C:5]2[C:10](=[CH:11][CH:12]=1)[CH:9]=[C:8]([Bi:13]([C:26]1[CH:35]=[CH:34][C:33]3[C:28](=[CH:29][CH:30]=[C:31]([O:36][CH3:37])[CH:32]=3)[CH:27]=1)[C:14]1[CH:23]=[CH:22][C:21]3[C:16](=[CH:17][CH:18]=[C:19]([O:24][CH3:25])[CH:20]=3)[CH:15]=1)[CH:7]=[CH:6]2 |f:1.2.3,5.6.7|. Procedure details: To a stirred solution of tri(6-methoxynaphth-2-yl)bismuthine (100 mg, 0.158 mmol) in CH2Cl2 (8 mL) was added iodobenzene diacetate (200 mg, 0.621 mmol). The CH2Cl2 was removed in vacuo and the residue was dissolved in several milliliters of 4:1 hexanes/acetone plus small amount of CH2Cl2. The solution was passed through a silica gel plug and eluted with 4:1 hexanes/acetone. The filtrate was concentrated in vacuo. The residue was dissolved in 4:1 hexanes/acetone plus small amount of CH2Cl2 and pa... The reactants are C(C#C)O (propargyl alcohol), [H-].[Na+] (sodium hydride), oil, ClC=1C(=CC=2N(N1)C(=NN2)C2=CC=CC=C2)C2CCC2 (6-chloro-7-cyclobutyl-3-phenyl-1,2,4-triazolo[4,3-b]pyridazine). Run in CN(C)C=O (DMF). Reaction conditions: time 5 minute. Product: C1(CCC1)C1=CC=2N(N=C1OCC#C)C(=NN2)C2=CC=CC=C2 (7-Cyclobutyl-3-phenyl-6-(prop-2-ynyloxy)-1,2,4-triazolo[4,3-b]pyridazine). Reaction SMILES: [CH2:1]([OH:4])[C:2]#[CH:3].[H-].[Na+].Cl[C:8]1[C:9]([CH:23]2[CH2:26][CH2:25][CH2:24]2)=[CH:10][C:11]2[N:12]([C:14]([C:17]3[CH:22]=[CH:21][CH:20]=[CH:19][CH:18]=3)=[N:15][N:16]=2)[N:13]=1>CN(C=O)C>[CH:23]1([C:9]2[C:8]([O:4][CH2:1][C:2]#[CH:3])=[N:13][N:12]3[C:14]([C:17]4[CH:22]=[CH:21][CH:20]=[CH:19][CH:18]=4)=[N:15][N:16]=[C:11]3[CH:10]=2)[CH2:26][CH2:25][CH2:24]1 |f:1.2|. Reported procedure: To a stirred solution of propargyl alcohol (47 mg, 0.84 mmol) in DMF (2 ml) was added 60% sodium hydride suspension in oil (31 mg, 0.77 mmol). Left to stir for 5 minutes prior to the addition of 6-chloro-7-cyclobutyl-3-phenyl-1,2,4-triazolo[4,3-b]pyridazine (200 mg, 0.70 mmol). Left to stir for 90 minutes. Quenched (120), extracted (ethyl acetate), washed (H2O, brine), dried (MgSO4) and evaporated in vacuo. The residue was purified via silica gel chromatography using 50/50 ethyl acetate/hexane t... Starting materials: CN(C)C=O, Cc1nn(C)c(Cl)c1C=O, [H-], [Na+], O, OC1CCCCC1. Yields the product Cc1nn(C)c(OC2CCCCC2)c1C=O. RXN SMILES: [CH3:21][N:22]([CH3:23])[CH:24]=[O:25].[Cl:10][c:11]1[c:12]([CH:18]=[O:19])[c:13]([CH3:17])[n:14][n:15]1[CH3:16].[H-:8].[Na+:9].[OH2:20].[OH:1][CH:2]1[CH2:3][CH2:4][CH2:5][CH2:6][CH2:7]1>>[O:1]([CH:2]1[CH2:3][CH2:4][CH2:5][CH2:6][CH2:7]1)[c:11]1[c:12]([CH:18]=[O:19])[c:13]([CH3:17])[n:14][n:15]1[CH3:16]. Reactants: N1=C2C(=NO1)C=C(C=C2)C2=C(C=C(C=C2)NCCF)OC ((4-benzo[1,2,5]oxadiazol-5-yl-3-methoxy-phenyl)-(2-fluoro-ethyl)-amine), Br (hydrobromic acid). The solvent is C(C)(=O)O (acetic acid). Product: N1=C2C(=NO1)C=C(C=C2)C2=C(C=C(C=C2)NCCF)O (2Benzo[1,2,5]oxadiazol-5-yl-5-(2-fluoro-ethylamino)-phenol). RXN SMILES: [N:1]1[O:5][N:4]=[C:3]2[CH:6]=[C:7]([C:10]3[CH:15]=[CH:14][C:13]([NH:16][CH2:17][CH2:18][F:19])=[CH:12][C:11]=3[O:20]C)[CH:8]=[CH:9][C:2]=12.Br>C(O)(=O)C>[N:1]1[O:5][N:4]=[C:3]2[CH:6]=[C:7]([C:10]3[CH:15]=[CH:14][C:13]([NH:16][CH2:17][CH2:18][F:19])=[CH:12][C:11]=3[OH:20])[CH:8]=[CH:9][C:2]=12. Procedure: 10 mg (0.03 mmol) of (4-benzo[1,2,5]oxadiazol-5-yl-3-methoxy-phenyl)-(2-fluoro-ethyl)-amine are dissolved in 0.3 mL acetic acid and 0.3 mL hydrobromic acid (33% in acetic acid) and stirred at 80 QC for 72 h. Then the solvents are removed. The mixture of starting material and desired product can be separated by HPLC (20 to 100% CH3CN/H2O (6′), 100% CH3CN (1.5°), 100 to 20% CH3CN/H2O (0.5°): product elutes after 4.5°). MS(ES+): 274 (M+1). Starting materials: BrC(C)C1=NC2=CC=CC=C2C(N1)=O (2-(1-bromo-ethyl)-3H-quinazolin-4-one), COC1=CC=C(C=C1)S(=O)(=O)N1CCNCC1 (1-(4-methoxy-benzenesulfonyl)-piperazine). Solvent: C(C)#N (acetonitrile). Yields the product COC1=CC=C(C=C1)S(=O)(=O)N1CCN(CC1)C(C)C1=NC2=CC=CC=C2C(N1)=O (2-{1-[4-(4-Methoxy-benzenesulfonyl)-piperazin-1-yl]-ethyl}-3H-quinazolin-4-one). Isolated yield 449.2%. Reaction SMILES: Br[CH:2]([C:4]1[NH:13][C:12](=[O:14])[C:11]2[C:6](=[CH:7][CH:8]=[CH:9][CH:10]=2)[N:5]=1)[CH3:3].[CH3:15][O:16][C:17]1[CH:22]=[CH:21][C:20]([S:23]([N:26]2[CH2:31][CH2:30][NH:29][CH2:28][CH2:27]2)(=[O:25])=[O:24])=[CH:19][CH:18]=1>C(#N)C>[CH3:15][O:16][C:17]1[CH:22]=[CH:21][C:20]([S:23]([N:26]2[CH2:31][CH2:30][N:29]([CH:2]([C:4]3[NH:13][C:12](=[O:14])[C:11]4[C:6](=[CH:7][CH:8]=[CH:9][CH:10]=4)[N:5]=3)[CH3:3])[CH2:28][CH2:27]2)(=[O:25])=[O:24])=[CH:19][CH:18]=1. Procedure: In a flask containing of 2-(1-bromo-ethyl)-3H-quinazolin-4-one (500.0 mg, 0.20 mmol) in acetonitrile (20 ml) was added KI (496.0 mg, 0.30 mmol), and 1-(4-methoxy-benzenesulfonyl)-piperazine (509.6 mg, 0.20 mmol). The reaction was heated for 18 hours. The solution was concentrated under reduced pressure. The residue was partitioned between water (20 ml) and dichloromethane (20 ml). The organic layer was dried over magnesium sulfate, filtered and concentrated under reduced pressure. The solvent wa...